This data is from the Open Reaction Database (ORD), a public repository of structured organic reaction records. The task is: describe an organic reaction: reactants, conditions, products, and yield Reactants: ClC1=CC=C(C=C1)C=1SC=C(N1)CSC1=C(C(=C(C(=N1)N(CC(=O)OC)C)C#N)C1=CC=C(C=C1)OCCO)C#N (Methyl N-{6-({[2-(4-chlorophenyl)-1,3-thiazol-4-yl]methyl}thio)-3,5-dicyano-4-[4-(2-hydroxyethoxy)phenyl]pyridin-2-yl}-N-methylglycinate), C([O-])([O-])=O.[Cs+].[Cs+] (cesium carbonate). Run in C(C)#N (acetonitrile). Run at temperature 50 celsius, time 2 hour. Yields the product NC1=C(N(C2=NC(=C(C(=C21)C2=CC=C(C=C2)OCCO)C#N)SCC=2N=C(SC2)C2=CC=C(C=C2)Cl)C)C(=O)OC (Methyl 3-amino-6-({[2-(4-chlorophenyl)-1,3-thiazol-4-yl]methyl}thio)-5-cyano-4-[4-(2-hydroxyethoxy)phenyl]-1-methyl-1H-pyrrolo[2,3-b]pyridine-2-carboxylate). Reaction SMILES: [Cl:1][C:2]1[CH:7]=[CH:6][C:5]([C:8]2[S:9][CH:10]=[C:11]([CH2:13][S:14][C:15]3[N:20]=[C:19]([N:21]([CH3:27])[CH2:22][C:23]([O:25][CH3:26])=[O:24])[C:18]([C:28]#[N:29])=[C:17]([C:30]4[CH:35]=[CH:34][C:33]([O:36][CH2:37][CH2:38][OH:39])=[CH:32][CH:31]=4)[C:16]=3[C:40]#[N:41])[N:12]=2)=[CH:4][CH:3]=1.C(=O)([O-])[O-].[Cs+].[Cs+]>C(#N)C>[NH2:29][C:28]1[C:18]2[C:19](=[N:20][C:15]([S:14][CH2:13][C:11]3[N:12]=[C:8]([C:5]4[CH:4]=[CH:3][C:2]([Cl:1])=[CH:7][CH:6]=4)[S:9][CH:10]=3)=[C:16]([C:40]#[N:41])[C:17]=2[C:30]2[CH:31]=[CH:32][C:33]([O:36][CH2:37][CH2:38][OH:39])=[CH:34][CH:35]=2)[N:21]([CH3:27])[C:22]=1[C:23]([O:25][CH3:26])=[O:24] |f:1.2.3|. Procedure: 21 mg (0.035 mmol) of the compound from Example 21A were initially charged in 0.69 ml of acetonitrile, and 45 mg (0.139 mmol) of cesium carbonate were added. The reaction mixture was stirred at 50° C. for 2 h and then cooled. The solid was filtered off and then washed with acetonitrile. The filtrate was concentrated and the residue was dried under high vacuum. Starting materials: COC(C1=CC(=CC(=C1)C1=NN=NN1C)NC(=O)C1N(C(CC1)=O)C1CCN(CC1)CC1=CC(=C(C=C1)Cl)C)=O (3-({1-[1-(4-Chloro-3-methyl-benzyl)-piperidin-4-yl]-5-oxo-pyrrolidine-2-carbonyl}-amino)-5-(1-methyl-1H-tetrazol-5-yl)-benzoic acid methyl ester), [OH-].[Na+] (NaOH). Solvent: CO (MeOH). Conditions: time 8 hour. Product: ClC1=C(C=C(CN2CCC(CC2)N2C(CCC2=O)C(=O)NC=2C=C(C(=O)O)C=C(C2)C2=NN=NN2C)C=C1)C (3-({1-[1-(4-Chloro-3-methyl-benzyl)-piperidin-4-yl]-5-oxo-pyrrolidine-2-carbonyl}-amino)-5-(1-methyl-1H-tetrazol-5-yl)-benzoic acid). Yield: 83.6%. Reaction SMILES: C[O:2][C:3](=[O:40])[C:4]1[CH:9]=[C:8]([C:10]2[N:14]([CH3:15])[N:13]=[N:12][N:11]=2)[CH:7]=[C:6]([NH:16][C:17]([CH:19]2[CH2:23][CH2:22][C:21](=[O:24])[N:20]2[CH:25]2[CH2:30][CH2:29][N:28]([CH2:31][C:32]3[CH:37]=[CH:36][C:35]([Cl:38])=[C:34]([CH3:39])[CH:33]=3)[CH2:27][CH2:26]2)=[O:18])[CH:5]=1.[OH-].[Na+]>CO>[Cl:38][C:35]1[CH:36]=[CH:37][C:32]([CH2:31][N:28]2[CH2:27][CH2:26][CH:25]([N:20]3[C:21](=[O:24])[CH2:22][CH2:23][CH:19]3[C:17]([NH:16][C:6]3[CH:5]=[C:4]([CH:9]=[C:8]([C:10]4[N:14]([CH3:15])[N:13]=[N:12][N:11]=4)[CH:7]=3)[C:3]([OH:40])=[O:2])=[O:18])[CH2:30][CH2:29]2)=[CH:33][C:34]=1[CH3:39] |f:1.2|. Procedure details: To a solution of 3-({1-[1-(4-Chloro-3-methyl-benzyl)-piperidin-4-yl]-5-oxo-pyrrolidine-2-carbonyl}-amino)-5-(1-methyl-1H-tetrazol-5-yl)-benzoic acid methyl ester (270 mg) in MeOH (10 ml) at room temperature was added 4M NaOH(aq) (10 ml) and the reaction stirred overnight. The organic and aqueous layers were separated and the organic layer concentrated in vacuum. The residue was triturated in toluene and diethyl ether successively leaving the title compound (220 mg). Rt=0.96 min (method E). The reactants are Cl, CNC(=O)c1c(-c2ccc(F)cc2)oc2ccc(-c3cc(C(=O)O)ccc3C)c(F)c12, CN(C)C=O, O, NC1(c2ccncn2)CC1. The product is CNC(=O)c1c(-c2ccc(F)cc2)oc2ccc(-c3cc(C(=O)NC4(c5ccncn5)CC4)ccc3C)c(F)c12. As a reaction SMILES: [ClH:42].[F:1][c:2]1[c:3](-[c:22]2[cH:23][c:24]([C:25](=[O:26])[OH:27])[cH:28][cH:29][c:30]2[CH3:31])[cH:4][cH:5][c:6]2[c:7]1[c:8]([C:18]([NH:19][CH3:20])=[O:21])[c:9](-[c:11]1[cH:12][cH:13][c:14]([F:17])[cH:15][cH:16]1)[o:10]2.[O:43]=[CH:44][N:45]([CH3:46])[CH3:47].[OH2:48].[n:32]1[cH:33][n:34][c:35]([C:38]2([NH2:41])[CH2:39][CH2:40]2)[cH:36][cH:37]1>>[F:1][c:2]1[c:3](-[c:22]2[cH:23][c:24]([C:25](=[O:27])[NH:41][C:38]3([c:35]4[n:34][cH:33][n:32][cH:37][cH:36]4)[CH2:39][CH2:40]3)[cH:28][cH:29][c:30]2[CH3:31])[cH:4][cH:5][c:6]2[c:7]1[c:8]([C:18]([NH:19][CH3:20])=[O:21])[c:9](-[c:11]1[cH:12][cH:13][c:14]([F:17])[cH:15][cH:16]1)[o:10]2. Yields the product CC(Oc1cc(CO)ccc1[N+](=O)[O-])C(=O)N1CCOCC1. As a reaction SMILES: [C:1](=[O:2])([O-:3])[O-:4].[K+:5].[K+:6].[O:41]=[CH:42][N:43]([CH3:44])[CH3:45].[OH2:40].[OH:7][CH2:8][c:9]1[cH:10][cH:11][c:12]([N+:16](=[O:17])[O-:18])[c:13]([OH:15])[cH:14]1.[c:19]1([CH3:20])[cH:21][cH:22][c:23]([S:24]([O:25][CH:29]([C:30](=[O:31])[N:32]2[CH2:33][CH2:34][O:35][CH2:36][CH2:37]2)[CH3:38])(=[O:26])=[O:27])[cH:28][cH:39]1>>[OH:7][CH2:8][c:9]1[cH:10][cH:11][c:12]([N+:16](=[O:17])[O-:18])[c:13]([O:15][CH:29]([C:30](=[O:31])[N:32]2[CH2:33][CH2:34][O:35][CH2:36][CH2:37]2)[CH3:38])[cH:14]1. The reactants are O=C([O-])[O-], [K+], [K+], CN(C)C=O, O, O=[N+]([O-])c1ccc(CO)cc1O, Cc1ccc(S(=O)(=O)OC(C)C(=O)N2CCOCC2)cc1. The reactants are OCCONC(C1=CC=C(C=C1)C(C(C)(C)C)=O)=O (N-(2-hydroxy-ethoxy)-4-pivaloylbenzamide), C(C1=CC=C(C=C1)OC)C(C1=CC=CC=C1)(C1=CC=CC=C1)Cl (ρ-anisylchlorodiphenylmethane). Run in C(Cl)Cl (methylene chloride), N1=CC=CC=C1 (pyridine), C(Cl)Cl (methylene chloride). Product: C(C1=CC=C(C=C1)OC)C(OCCONC(C1=CC=C(C=C1)C(C(C)(C)C)=O)=O)(C1=CC=CC=C1)C1=CC=CC=C1 (N-(2-[ρ-anisyldiphenylmethyloxy]ethoxy)-4-pivaloylbenzamide). Reaction SMILES: [OH:1][CH2:2][CH2:3][O:4][NH:5][C:6](=[O:19])[C:7]1[CH:12]=[CH:11][C:10]([C:13](=[O:18])[C:14]([CH3:17])([CH3:16])[CH3:15])=[CH:9][CH:8]=1.[CH2:20]([C:29](Cl)([C:36]1[CH:41]=[CH:40][CH:39]=[CH:38][CH:37]=1)[C:30]1[CH:35]=[CH:34][CH:33]=[CH:32][CH:31]=1)[C:21]1[CH:26]=[CH:25][C:24]([O:27][CH3:28])=[CH:23][CH:22]=1>C(Cl)Cl.N1C=CC=CC=1>[CH2:20]([C:29]([C:36]1[CH:41]=[CH:40][CH:39]=[CH:38][CH:37]=1)([C:30]1[CH:35]=[CH:34][CH:33]=[CH:32][CH:31]=1)[O:1][CH2:2][CH2:3][O:4][NH:5][C:6](=[O:19])[C:7]1[CH:12]=[CH:11][C:10]([C:13](=[O:18])[C:14]([CH3:16])([CH3:15])[CH3:17])=[CH:9][CH:8]=1)[C:21]1[CH:22]=[CH:23][C:24]([O:27][CH3:28])=[CH:25][CH:26]=1. Procedure: To a solution of 2.8 grams (10.6 mmol) of N-(2-hydroxy-ethoxy)-4-pivaloylbenzamide in 5 ml of methylene chloride and 3 ml of pyridine at 0° C. are added 3.92 grams (12.7 mmol) of ρ-anisylchlorodiphenylmethane. The mixture is warmed to room temperature over two hours and then diluted with 40 ml of methylene chloride. This solution is washed with 50 ml of 10% sodium bicarbonate and 30 ml of brine, dried over magnesium sulfate and concentrated by evaporation. The residue is purified by column chrom... The reactants are ClC1=C(C(=O)O)C=C(C=N1)[N+](=O)[O-] (2-chloro-5-nitronicotinic acid), S(=O)(Cl)Cl (thionyl chloride), NC=1C(=NC=CC1)NCC (3-Amino-2-ethylaminopyridine), C(C)(C)N(CC)C(C)C (diisopropylethylamine). The solvent is O1CCCC1 (tetrahydrofuran), O1CCCC1 (tetrahydrofuran). The product is ClC1=NC=C(C=C1C(=O)NC=1C(=NC=CC1)NCC)[N+](=O)[O-] (2-Chloro-N-(2-ethylamino-3-pyridinyl)-5-nitro-3-pyridinecarboxamide). RXN SMILES: [Cl:1][C:2]1[N:10]=[CH:9][C:8]([N+:11]([O-:13])=[O:12])=[CH:7][C:3]=1[C:4]([OH:6])=O.S(Cl)(Cl)=O.[NH2:18][C:19]1[C:20]([NH:25][CH2:26][CH3:27])=[N:21][CH:22]=[CH:23][CH:24]=1.C(N(C(C)C)CC)(C)C>O1CCCC1>[Cl:1][C:2]1[C:3]([C:4]([NH:18][C:19]2[C:20]([NH:25][CH2:26][CH3:27])=[N:21][CH:22]=[CH:23][CH:24]=2)=[O:6])=[CH:7][C:8]([N+:11]([O-:13])=[O:12])=[CH:9][N:10]=1. Procedure: A solution of 2.21 g of 2-chloro-5-nitronicotinoyl chloride (obtained by nitrating 2-hydroxynicotinic acid, followed by conversion to 2-chloro-5-nitronicotinic acid, which was then treated with thionyl chloride) in 10 ml of tetrahydrofuran was slowly added over 15 minutes to a cooled, stirred mixture of 1.34 g of 3-Amino-2-ethylaminopyridine, 1.29 g of diisopropylethylamine, and 40 ml of tetrahydrofuran. The resulting mixture was allowed to stir overnight at room temperature, and then concentrat... The reactants are COC(C1=CC(=CC=C1)COC1=C(C(=C(C=C1)C(C)=O)O)CCC)=O (3-[(4-Acetyl-3-hydroxy-2-propylphenoxy)methyl]benzoic acid methyl ester), [OH-].[Na+] (sodium hydroxide). Product: C(C)(=O)C1=C(C(=C(OCC=2C=C(C(=O)O)C=CC2)C=C1)CCC)O (3-[(4-acetyl-3-hydroxy-2-propylphenoxy)methyl]benzoic acid). Reaction SMILES: C[O:2][C:3](=[O:25])[C:4]1[CH:9]=[CH:8][CH:7]=[C:6]([CH2:10][O:11][C:12]2[CH:17]=[CH:16][C:15]([C:18](=[O:20])[CH3:19])=[C:14]([OH:21])[C:13]=2[CH2:22][CH2:23][CH3:24])[CH:5]=1.[OH-].[Na+]>>[C:18]([C:15]1[CH:16]=[CH:17][C:12]([O:11][CH2:10][C:6]2[CH:5]=[C:4]([CH:9]=[CH:8][CH:7]=2)[C:3]([OH:25])=[O:2])=[C:13]([CH2:22][CH2:23][CH3:24])[C:14]=1[OH:21])(=[O:20])[CH3:19] |f:1.2|. Procedure: 3-[(4-Acetyl-3-hydroxy-2-propylphenoxy)methyl]benzoic acid methyl ester was allowed to react with 1.0N sodium hydroxide according to the procedure of Example 70 and the product was purified by recrystallization from acetone to give 3-[(4-acetyl-3-hydroxy-2-propylphenoxy)methyl]benzoic acid, the title compound, m.p. 221°-224°, in 92% yield. Analysis Calculated for C19H20O5 : C, 69.50; H, 6.14. Found: C, 69.64; H, 6.35. Starting materials: C1(=CC=CC=C1)C1=C(C2=C(N(C=C(C2=O)NC(C)=O)CC2=C(C=CC=C2F)F)S1)C (4,7-dihydro-2-phenyl-3-methyl-5-acetylamino-7-(2,6-difluorobenzyl)-4-oxothieno[2,3-b]pyridine), [OH-].[Na+] (sodium hydroxide). Run in C(C)O (ethanol). The product is C1(=CC=CC=C1)C1=C(C2=C(N(C=C(C2=O)N)CC2=C(C=CC=C2F)F)S1)C (4,7-dihydro-2-phenyl-3-methyl-5-amino-7-(2,6-difluorobenzyl)-4-oxothieno[2,3-b]pyridine). As a reaction SMILES: [C:1]1([C:7]2[S:29][C:10]3[N:11]([CH2:20][C:21]4[C:26]([F:27])=[CH:25][CH:24]=[CH:23][C:22]=4[F:28])[CH:12]=[C:13]([NH:16]C(=O)C)[C:14](=[O:15])[C:9]=3[C:8]=2[CH3:30])[CH:6]=[CH:5][CH:4]=[CH:3][CH:2]=1.[OH-].[Na+]>C(O)C>[C:1]1([C:7]2[S:29][C:10]3[N:11]([CH2:20][C:21]4[C:26]([F:27])=[CH:25][CH:24]=[CH:23][C:22]=4[F:28])[CH:12]=[C:13]([NH2:16])[C:14](=[O:15])[C:9]=3[C:8]=2[CH3:30])[CH:2]=[CH:3][CH:4]=[CH:5][CH:6]=1 |f:1.2|. Reported procedure: The compound obtained in Example 4 was dissolved in ethanol, and to the solution was added an excess amount of an aqueous 2N sodium hydroxide solution. The mixture was subjected to alkali hydrolysis under heating for24 hours to give the titled compound.